From a dataset of the Open Reaction Database (ORD), a public repository of structured organic reaction records. describe an organic reaction: reactants, conditions, products, and yield The reactants are O=C([O-])O, COc1ccc(-c2cc(C3(O)CCC4(CC3)OCCO4)nn2-c2ccc(OC)cc2)cc1, Cl, [Na+], [Na+], C1CCOC1, [OH-]. The product is COc1ccc(-c2cc(C3(O)CCC(=O)CC3)nn2-c2ccc(OC)cc2)cc1. Reaction SMILES: [C:35](=[O:36])([OH:37])[O-:38].[CH3:1][O:2][c:3]1[cH:4][cH:5][c:6](-[n:9]2[n:10][c:11]([C:22]3([OH:32])[CH2:23][CH2:24][C:25]4([O:26][CH2:29][CH2:28][O:27]4)[CH2:30][CH2:31]3)[cH:12][c:13]2-[c:14]2[cH:15][cH:16][c:17]([O:20][CH3:21])[cH:18][cH:19]2)[cH:7][cH:8]1.[ClH:45].[Na+:34].[Na+:39].[O:40]1[CH2:41][CH2:42][CH2:43][CH2:44]1.[OH-:33]>>[CH3:1][O:2][c:3]1[cH:4][cH:5][c:6](-[n:9]2[n:10][c:11]([C:22]3([OH:32])[CH2:23][CH2:24][C:25](=[O:26])[CH2:30][CH2:31]3)[cH:12][c:13]2-[c:14]2[cH:15][cH:16][c:17]([O:20][CH3:21])[cH:18][cH:19]2)[cH:7][cH:8]1. Starting materials: FC(C=1C=C(C(=O)N2[C@@H](CNCC2)CC2=CC(=C(C=C2)C)C)C=C(C1)C(F)(F)F)(F)F ((2R)-1-[3,5-bis(trifluoromethyl)benzoyl]-2-(3,4-dimethylbenzyl)piperazine), ClCCOCCO (2-(2-chloroethoxy)ethanol), C([O-])([O-])=O.[K+].[K+] (potassium carbonate), [I-].[K+] (potassium iodide). Run in CN(C=O)C (N,N-dimethylformamide). Run at temperature 70 celsius, time 1 hour. The product is FC(C=1C=C(C(=O)N2[C@@H](CN(CC2)CCOCCO)CC2=CC(=C(C=C2)C)C)C=C(C1)C(F)(F)F)(F)F ((2R)-1-[3,5-bis(trifluoromethyl)benzoyl]-2-(3,4-dimethylbenzyl)-4-[2-(2-hydroxyethoxy)ethyl]piperazine). Isolated yield 59.9%. RXN SMILES: [F:1][C:2]([F:31])([F:30])[C:3]1[CH:4]=[C:5]([CH:23]=[C:24]([C:26]([F:29])([F:28])[F:27])[CH:25]=1)[C:6]([N:8]1[CH2:13][CH2:12][NH:11][CH2:10][C@H:9]1[CH2:14][C:15]1[CH:20]=[CH:19][C:18]([CH3:21])=[C:17]([CH3:22])[CH:16]=1)=[O:7].Cl[CH2:33][CH2:34][O:35][CH2:36][CH2:37][OH:38].C(=O)([O-])[O-].[K+].[K+].[I-].[K+]>CN(C)C=O>[F:31][C:2]([F:1])([F:30])[C:3]1[CH:4]=[C:5]([CH:23]=[C:24]([C:26]([F:27])([F:28])[F:29])[CH:25]=1)[C:6]([N:8]1[CH2:13][CH2:12][N:11]([CH2:33][CH2:34][O:35][CH2:36][CH2:37][OH:38])[CH2:10][C@H:9]1[CH2:14][C:15]1[CH:20]=[CH:19][C:18]([CH3:21])=[C:17]([CH3:22])[CH:16]=1)=[O:7] |f:2.3.4,5.6|. Reported procedure: A mixture of (2R)-1-[3,5-bis(trifluoromethyl)benzoyl]-2-(3,4-dimethylbenzyl)piperazine (500 mg), 2-(2-chloroethoxy)ethanol (168 mg), potassium carbonate (233 mg) and potassium iodide (56 mg) in N,N-dimethylformamide (2 ml) was heated with stirring at 50° C. for 17 hours, 60° C. for 13 hours and 70° C. for 1 hour. The reaction mixture was partitioned between ethyl acetate and water. The organic layer was washed with brine and dried over magnesium sulfate. After evaporation of the solvent, the res... Reactants: N#N (N2), BrC=1C=C2C(=CC(OC2=CC1)=O)NC1CCN(CC1)CC=CC1=CC=CC=C1 (6-bromo-4-[1-(3-phenyl-allyl)-piperidine-4-ylamino]-chromen-2-one), [Br-].CC(CC[Zn+])C (3-methylbutyl zinc bromide). The reagents and catalysts are C1=CC=C(C=C1)P([C-]2C=CC=C2)C3=CC=CC=C3.C1=CC=C(C=C1)P([C-]2C=CC=C2)C3=CC=CC=C3.Cl[Pd]Cl.[Fe+2] (Pd(dppf)Cl2), [Cu]I (CuI). Solvent: C1CCOC1 (THF). Run at temperature 160 celsius. Yields the product CC(CCC=1C=C2C(=CC(OC2=CC1)=O)NC1CCN(CC1)CC=CC1=CC=CC=C1)C (6-(3-methylbutyl)-4-[1-(3-phenyl-allyl)-piperidine-4-ylamino]-chromen-2-one). The yield is 31.3%. As a reaction SMILES: N#N.Br[C:4]1[CH:5]=[C:6]2[C:11](=[CH:12][CH:13]=1)[O:10][C:9](=[O:14])[CH:8]=[C:7]2[NH:15][CH:16]1[CH2:21][CH2:20][N:19]([CH2:22][CH:23]=[CH:24][C:25]2[CH:30]=[CH:29][CH:28]=[CH:27][CH:26]=2)[CH2:18][CH2:17]1.[Br-].[CH3:32][CH:33]([CH3:37])[CH2:34][CH2:35][Zn+]>C1COCC1.C1C=CC(P(C2C=CC=CC=2)[C-]2C=CC=C2)=CC=1.C1C=CC(P(C2C=CC=CC=2)[C-]2C=CC=C2)=CC=1.Cl[Pd]Cl.[Fe+2].[Cu]I>[CH3:32][CH:33]([CH3:37])[CH2:34][CH2:35][C:4]1[CH:5]=[C:6]2[C:11](=[CH:12][CH:13]=1)[O:10][C:9](=[O:14])[CH:8]=[C:7]2[NH:15][CH:16]1[CH2:21][CH2:20][N:19]([CH2:22][CH:23]=[CH:24][C:25]2[CH:30]=[CH:29][CH:28]=[CH:27][CH:26]=2)[CH2:18][CH2:17]1 |f:2.3,5.6.7.8|. Procedure details: Into a dry microwave vial under N2 was added 6-bromo-4-[1-(3-phenyl-allyl)-piperidine-4-ylamino]-chromen-2-one (20 mg, 0.046 mmol), Pd(dppf)Cl2 (about 5 mol %), and CuI (about 6 mol %) in dry THF (0.5 mL) followed by 3-methylbutyl zinc bromide (0.273 mL, 0.138 mmol (0.5M in THF)) dropwise. The solution was heated in the microwave for 10 minutes at 160° C., filtered, and was purified by Prep HPLC to give 6.2 mg (25%) of the desired compound as the TFA salt. MS (ESI(+)Q1MS m/z 431 (M+H)+; 1H NMR (... The reactants are C(#N)C=1C=C(COC=2C=C3N(C(N2)=O)CCN3C(=O)OC(C)(C)C)C=CC1OC1=CC(=C(C=C1)C#N)F (tert-butyl 7-((3-cyano-4-(4-cyano-3-fluorophenoxy)benzyl)oxy)-5-oxo-2,3-dihydroimidazo[1,2-c]pyrimidine-1(5H)-carboxylate). The solvent is C(Cl)Cl (DCM), C(=O)(C(F)(F)F)O (TFA). Product: C(#N)C1=C(OC2=CC(=C(C#N)C=C2)F)C=CC(=C1)COC=1C=C2N(C(N1)=O)CCN2 (4-(2-cyano-4-(((5-oxo-1,2,3,5-tetrahydroimidazo[1,2-c]pyrimidin-7-yl)oxy)methyl)p-henoxy)-2-fluorobenzonitrile). RXN SMILES: [C:1]([C:3]1[CH:4]=[C:5]([CH:25]=[CH:26][C:27]=1[O:28][C:29]1[CH:34]=[CH:33][C:32]([C:35]#[N:36])=[C:31]([F:37])[CH:30]=1)[CH2:6][O:7][C:8]1[CH:9]=[C:10]2[N:17](C(OC(C)(C)C)=O)[CH2:16][CH2:15][N:11]2[C:12](=[O:14])[N:13]=1)#[N:2]>C(Cl)Cl.C(O)(C(F)(F)F)=O>[C:1]([C:3]1[CH:4]=[C:5]([CH2:6][O:7][C:8]2[CH:9]=[C:10]3[NH:17][CH2:16][CH2:15][N:11]3[C:12](=[O:14])[N:13]=2)[CH:25]=[CH:26][C:27]=1[O:28][C:29]1[CH:34]=[CH:33][C:32]([C:35]#[N:36])=[C:31]([F:37])[CH:30]=1)#[N:2]. Reported procedure: Prepared in a manner similar to that described for E60 using tert-butyl 7-((3-cyano-4-(4-cyano-3-fluorophenoxy)benzyl)oxy)-5-oxo-2,3-dihydroimidazo[1,2-c]pyrimidine-1(5H)-carboxylate (70 mg, 0.139 mmol) in DCM (4 mL) and TFA (0.5 mL).